This data is from the Open Reaction Database (ORD), a public repository of structured organic reaction records. The task is: describe an organic reaction: reactants, conditions, products, and yield The reactants are compound 747, ClC=1C=C(CN(C(=O)C=2CN(C(C2O)=O)CC(OC)OC)C)C=CC1Cl (1-(2,2-dimethoxy-ethyl)-4-hydroxy-5-oxo-2,5-dihydro-1H-pyrrole-3-carboxylic acid (3,4-dichloro-benzyl)-methyl-amide), O1COC2=C1C=CC(=C2)CN2CCNCC2 (1-benzo[1,3]dioxol-5-ylmethyl-piperazine). Product: ClC=1C=C(CN(C(=O)C=2CN(C(C2O)=O)CCN2CCN(CC2)CC2=CC3=C(OCO3)C=C2)C)C=CC1Cl (1-[2-(4-Benzo[1,3]dioxol-5-ylmethyl-piperazin-1-yl)-ethyl]-4-hydroxy-5-oxo-2,5-dihydro-1H-pyrrole-3-carboxylic acid (3,4-dichloro-benzyl)-methyl-amide), solid. Isolated yield 17.0%. As a reaction SMILES: [Cl:1][C:2]1[CH:3]=[C:4]([CH:23]=[CH:24][C:25]=1[Cl:26])[CH2:5][N:6]([CH3:22])[C:7]([C:9]1[CH2:10][N:11]([CH2:16][CH:17](OC)OC)[C:12](=[O:15])[C:13]=1[OH:14])=[O:8].[O:27]1[C:31]2[CH:32]=[CH:33][C:34]([CH2:36][N:37]3[CH2:42][CH2:41][NH:40][CH2:39][CH2:38]3)=[CH:35][C:30]=2[O:29][CH2:28]1>>[Cl:1][C:2]1[CH:3]=[C:4]([CH:23]=[CH:24][C:25]=1[Cl:26])[CH2:5][N:6]([CH3:22])[C:7]([C:9]1[CH2:10][N:11]([CH2:16][CH2:17][N:40]2[CH2:41][CH2:42][N:37]([CH2:36][C:34]3[CH:33]=[CH:32][C:31]4[O:27][CH2:28][O:29][C:30]=4[CH:35]=3)[CH2:38][CH2:39]2)[C:12](=[O:15])[C:13]=1[OH:14])=[O:8]. Procedure details: Compound 749 was prepared from 1-(2,2-dimethoxy-ethyl)-4-hydroxy-5-oxo-2,5-dihydro-1H-pyrrole-3-carboxylic acid (3,4-dichloro-benzyl)-methyl-amide and 1-benzo[1,3]dioxol-5-ylmethyl-piperazine using the method described for compound 747. The title compound was isolated as a white solid (0.0068 g, 17% yield). HRMS (M+H) calcd for C27H31N4Cl2O5: 561.16716. found: 561.1674.